describe an organic reaction: reactants, conditions, products, and yield From a dataset of the Open Reaction Database (ORD), a public repository of structured organic reaction records. The reactants are NC1=CC=C(C(=O)N(C2=C(C=C(C=C2)OC)OC)CCN2CCC(CC2)C(C2=CC=C(C=C2)F)=O)C=C1 (4-amino-N-{2-[4-(4-fluorobenzoyl)piperidino]ethyl}-N-(2,4-dimethoxyphenyl)benzamide), C(C)(=O)OC(C)=O (acetic anhydride). Yields the product C(C)(=O)NC1=CC=C(C(=O)N(C2=C(C=C(C=C2)OC)OC)CCN2CCC(CC2)C(C2=CC=C(C=C2)F)=O)C=C1 (4-Acetylamino-N-{2-[4-(4-fluorobenzoyl)piperidino]ethyl}-N-(2,4-dimethoxyphenyl)benzamide). The yield is 73.6%. Reaction SMILES: [NH2:1][C:2]1[CH:37]=[CH:36][C:5]([C:6]([N:8]([CH2:19][CH2:20][N:21]2[CH2:26][CH2:25][CH:24]([C:27](=[O:35])[C:28]3[CH:33]=[CH:32][C:31]([F:34])=[CH:30][CH:29]=3)[CH2:23][CH2:22]2)[C:9]2[CH:14]=[CH:13][C:12]([O:15][CH3:16])=[CH:11][C:10]=2[O:17][CH3:18])=[O:7])=[CH:4][CH:3]=1.[C:38](OC(=O)C)(=[O:40])[CH3:39]>>[C:38]([NH:1][C:2]1[CH:3]=[CH:4][C:5]([C:6]([N:8]([CH2:19][CH2:20][N:21]2[CH2:22][CH2:23][CH:24]([C:27](=[O:35])[C:28]3[CH:29]=[CH:30][C:31]([F:34])=[CH:32][CH:33]=3)[CH2:25][CH2:26]2)[C:9]2[CH:14]=[CH:13][C:12]([O:15][CH3:16])=[CH:11][C:10]=2[O:17][CH3:18])=[O:7])=[CH:36][CH:37]=1)(=[O:40])[CH3:39]. Procedure details: Using 4-amino-N-{2-[4-(4-fluorobenzoyl)piperidino]ethyl}-N-(2,4-dimethoxyphenyl)benzamide (203.4 mg, 0.40 mmol) and acetic anhydride (0.046 ml, 0.49 mmol), the procedure of Inventive Example 94 was repeated to obtain 161.2 mg (73.6%) of the title compound in a colorless amorphous form. Starting materials: C1COCCO1, CCOC(C)=O, N#C[Cu], O=Cc1cn(S(=O)(=O)c2cccnc2)c(-c2ccccc2F)c1I, O=C(C=Cc1ccccc1)C=Cc1ccccc1, O=C(C=Cc1ccccc1)C=Cc1ccccc1, O=C(C=Cc1ccccc1)C=Cc1ccccc1, [Pd], [Pd]. Yields the product N#Cc1c(C=O)cn(S(=O)(=O)c2cccnc2)c1-c1ccccc1F. As a reaction SMILES: [CH2:28]1[O:29][CH2:30][CH2:31][O:32][CH2:33]1.[CH3:34][CH2:35][O:36][C:37](=[O:38])[CH3:39].[Cu:25][C:26]#[N:27].[F:1][c:2]1[c:3](-[c:8]2[c:9]([I:24])[c:10]([CH:22]=[O:23])[cH:11][n:12]2[S:13](=[O:14])(=[O:15])[c:16]2[cH:17][n:18][cH:19][cH:20][cH:21]2)[cH:4][cH:5][cH:6][cH:7]1.[O:42]=[C:43]([CH:44]=[CH:45][c:46]1[cH:47][cH:48][cH:49][cH:50][cH:51]1)[CH:52]=[CH:53][c:54]1[cH:55][cH:56][cH:57][cH:58][cH:59]1.[O:60]=[C:61]([CH:62]=[CH:63][c:64]1[cH:65][cH:66][cH:67][cH:68][cH:69]1)[CH:70]=[CH:71][c:72]1[cH:73][cH:74][cH:75][cH:76][cH:77]1.[O:78]=[C:79]([CH:80]=[CH:81][c:82]1[cH:83][cH:84][cH:85][cH:86][cH:87]1)[CH:88]=[CH:89][c:90]1[cH:91][cH:92][cH:93][cH:94][cH:95]1.[Pd:40].[Pd:41]>>[F:1][c:2]1[c:3](-[c:8]2[c:9]([C:26]#[N:27])[c:10]([CH:22]=[O:23])[cH:11][n:12]2[S:13](=[O:14])(=[O:15])[c:16]2[cH:17][n:18][cH:19][cH:20][cH:21]2)[cH:4][cH:5][cH:6][cH:7]1. Reactants: ClC1=C(C=NC(=C1)Cl)CO ((4,6-dichloropyridin-3-yl)methanol), S(=O)(=O)(Cl)Cl (sulfuryl dichloride), C(Cl)(Cl)(Cl)Cl (CCl4). Yields the product ClC1=NC=C(C(=C1)Cl)C(Cl)(Cl)Cl (2,4-dichloro-5-(trichloromethyl)pyridine). Yield: 12.0%. RXN SMILES: [Cl:1][C:2]1[CH:7]=[C:6]([Cl:8])[N:5]=[CH:4][C:3]=1CO.S(Cl)(Cl)(=O)=O.[C:16]([Cl:20])(Cl)([Cl:18])[Cl:17]>>[Cl:8][C:6]1[CH:7]=[C:2]([Cl:1])[C:3]([C:16]([Cl:20])([Cl:18])[Cl:17])=[CH:4][N:5]=1. Procedure details: To a solution of (4,6-dichloropyridin-3-yl)methanol (7 g, 39 mmol) in CCl4 (200 mL), was added sulfuryl dichloride (120 mL) dropwise with stirring. The resulting solution was heated at reflux overnight. The mixture was concentrated and the pH was adjusted to pH 8 by the addition of NaHCO3 (2N). The resulting solution was extracted with EtOAc (2×100 mL) and the organic layers were combined and dried over Na2SO4. The residue was purified by silica gel column chromatography to afford 1.2 g (12%) of... Starting materials: [NH4+].[Cl-] (NH4Cl), BrC1=CC=2C(N(C=CC2O1)C1=CC(=C(C=C1)[N+](=O)[O-])C)=O (2-bromo-5-(3-methyl-4-nitrophenyl)furo[3,2-c]pyridin-4(5H)-one). The reagents and catalysts are [Fe] (Fe). The solvent is CCO.O (EtOH H2O). The product is NC1=C(C=C(C=C1)N1C(C2=C(C=C1)OC(=C2)Br)=O)C (5-(4-amino-3-methylphenyl)-2-bromofuro[3,2-c]pyridin-4(5H)-one). The yield is 97.2%. RXN SMILES: [NH4+].[Cl-].[Br:3][C:4]1[O:12][C:11]2[CH:10]=[CH:9][N:8]([C:13]3[CH:18]=[CH:17][C:16]([N+:19]([O-])=O)=[C:15]([CH3:22])[CH:14]=3)[C:7](=[O:23])[C:6]=2[CH:5]=1>[Fe].CCO.O>[NH2:19][C:16]1[CH:17]=[CH:18][C:13]([N:8]2[CH:9]=[CH:10][C:11]3[O:12][C:4]([Br:3])=[CH:5][C:6]=3[C:7]2=[O:23])=[CH:14][C:15]=1[CH3:22] |f:0.1,4.5|. Reported procedure: Fe powder (1.30 g, 23.2 mmol) and NH4Cl (69 mg, 1.3 mmol) were added to a suspension of 2-bromo-5-(3-methyl-4-nitrophenyl)furo[3,2-c]pyridin-4(5H)-one (896 mg, 2.58 mmol) in 4:1 EtOH/H2O (60 mL) and the resulting suspension was heated at reflux for 14 h. The suspension was filtered through Celite, while warm, and the filtrate was concentrated to afford 800 mg of crude 5-(4-amino-3-methylphenyl)-2-bromofuro[3,2-c]pyridin-4(5H)-one as a yellow solid. Reactants: CN(/C=C/C(=O)C1=NN(C=CC1=O)C1=CC=C(C=C1)S(=O)(=O)C(F)(F)F)C (3-((E)-3-Dimethylamino-acryloyl)-1-(4-trifluoromethansulfonyl-phenyl)-1H-pyridazin-4-one), ClC1=C(C=CC=C1Cl)NN (2,3-dichloro-phenylhydrazine). Yields the product ClC1=C(C=CC=C1Cl)N1N=CC=C1C1=NN(C=CC1=O)C1=CC=C(C=C1)S(=O)(=O)C(F)(F)F (3-[2-(2,3-Dichloro-phenyl)-2H-pyrazol-3-yl]-1-(4-trifluoromethanesulfonyl-phenyl)-1H-pyridazin-4-one). RXN SMILES: C[N:2](C)/[CH:3]=[CH:4]/[C:5]([C:7]1[C:12](=[O:13])[CH:11]=[CH:10][N:9]([C:14]2[CH:19]=[CH:18][C:17]([S:20]([C:23]([F:26])([F:25])[F:24])(=[O:22])=[O:21])=[CH:16][CH:15]=2)[N:8]=1)=O.[Cl:28][C:29]1[C:34]([Cl:35])=[CH:33][CH:32]=[CH:31][C:30]=1[NH:36]N>>[Cl:28][C:29]1[C:34]([Cl:35])=[CH:33][CH:32]=[CH:31][C:30]=1[N:36]1[C:5]([C:7]2[C:12](=[O:13])[CH:11]=[CH:10][N:9]([C:14]3[CH:19]=[CH:18][C:17]([S:20]([C:23]([F:24])([F:25])[F:26])(=[O:22])=[O:21])=[CH:16][CH:15]=3)[N:8]=2)=[CH:4][CH:3]=[N:2]1. Reported procedure: The product was obtained starting from 3-((E)-3-Dimethylamino-acryloyl)-1-(4-trifluoromethansulfonyl-phenyl)-1H-pyridazin-4-one (A-27) and 2,3-dichloro-phenylhydrazine according to the method described for example 1. MS: M=515.0 (M+H)+ Starting materials: BrCC(=O)N1CCC(C2=C(C1)C=CC=C2)CC(=O)OC (methyl 2-(2-(2-bromoacetyl)-1H,3H,4H,5H-benzo[e]azepin-5-yl)acetate), C(C)(C)N(CC)C(C)C (diisopropylethylamine), N1=C(C=CC=C1)NCCN (2-(2-pyridylamino)-1-aminoethane). Solvent: C1CCOC1 (THF). Conditions: time 18 hour. Product: N1=C(C=CC=C1)NCCNCC(=O)N1CCC(C2=C(C1)C=CC=C2)CC(=O)OC (Methyl 2-(2-(2-((2-(2-pyridylamino)ethyl) amino)acetyl)-1H,3H,4H,5H-benzo[e]azapin-5-yl)acetate). As a reaction SMILES: Br[CH2:2][C:3]([N:5]1[CH2:11][C:10]2[CH:12]=[CH:13][CH:14]=[CH:15][C:9]=2[CH:8]([CH2:16][C:17]([O:19][CH3:20])=[O:18])[CH2:7][CH2:6]1)=[O:4].C(N(C(C)C)CC)(C)C.[N:30]1[CH:35]=[CH:34][CH:33]=[CH:32][C:31]=1[NH:36][CH2:37][CH2:38][NH2:39]>C1COCC1>[N:30]1[CH:35]=[CH:34][CH:33]=[CH:32][C:31]=1[NH:36][CH2:37][CH2:38][NH:39][CH2:2][C:3]([N:5]1[CH2:11][C:10]2[CH:12]=[CH:13][CH:14]=[CH:15][C:9]=2[CH:8]([CH2:16][C:17]([O:19][CH3:20])=[O:18])[CH2:7][CH2:6]1)=[O:4]. Procedure: To a stirring solution of methyl 2-(2-(2-bromoacetyl)-1H,3H,4H,5H-benzo[e]azepin-5-yl)acetate in THF (0.2 M), was added diisopropylethylamine (1.5 eq) and 2-(2-pyridylamino)-1-aminoethane (1.2 eq). The reaction was stirred for 18 hr, followed by concentration by rotary evaporation and the product was purified by flash chromatography (10% MeOH/CH2Cl2). EI-MS m/z 397 (M−H)− Reactants: COC(=O)CBr, Cl, [H-], NC1Cc2ccccc2NC1=O, [Na+], CN(C)C=O. Yields the product COC(=O)CN1C(=O)C(N)Cc2ccccc21. RXN SMILES: [Br:16][CH2:17][C:18](=[O:19])[O:20][CH3:21].[ClH:3].[H-:1].[NH2:4][CH:5]1[C:6](=[O:15])[NH:7][c:8]2[cH:9][cH:10][cH:11][cH:12][c:13]2[CH2:14]1.[Na+:2].[O:22]=[CH:23][N:24]([CH3:25])[CH3:26]>>[NH2:4][CH:5]1[C:6](=[O:15])[N:7]([CH2:17][C:18](=[O:19])[O:20][CH3:21])[c:8]2[cH:9][cH:10][cH:11][cH:12][c:13]2[CH2:14]1. Reactants: C(C(=O)Cl)(=O)Cl (Oxalyl chloride), FC(C(C(=O)O)(C)C)(F)F (3,3,3-trifluoro-2,2-dimethyl-propionic acid), CN(C)C=O (DMF). Run in C(Cl)Cl (CH2Cl2). Reaction conditions: time 30 minute. Product: FC(C(C(=O)N)(C)C)(F)F (3,3,3-Trifluoro-2,2-dimethyl-propionamide). Reaction SMILES: C(Cl)(=O)C(Cl)=O.[F:7][C:8]([F:16])([F:15])[C:9]([CH3:14])([CH3:13])[C:10](O)=[O:11].C[N:18](C=O)C>C(Cl)Cl>[F:7][C:8]([F:16])([F:15])[C:9]([CH3:14])([CH3:13])[C:10]([NH2:18])=[O:11]. Procedure: Oxalyl chloride (140.8 mmol) was added dropwise to a solution of 3,3,3-trifluoro-2,2-dimethyl-propionic acid [889940-13-0] (128 mmol) in CH2Cl2 (128 mL) at 0° C. Added a few dr DMF until gas evolution was observed and then continued stirring for 30 min. After warming to rt and stirring overnight, the reaction mixture was concentrated (40° C., 00 mbar). The residue was dissolved in THF (128 mL), cooled to 0° C. and then slowly treated with a solution of concentrated aqueous ammonia (64 mL). After... Reactants: F\C(\C=O)=C/[C@H]1[C@@H](C1)C1=CC(=C(C=C1)Cl)Cl ((±)-(2Z)-2-Fluoro-3-[trans-2-(3,4-dichlorophenyl)cyclopropyl]prop-2-enal), C[Mg]I (methyl magnesium iodide), [Mg] (magnesium), CI (methyl iodide). Solvent: CCOCC (ether). Reaction conditions: time 18 hour. Yields the product ClC=1C=C(C=CC1Cl)[C@H]1[C@@H](C1)\C=C/C(C)O ((±)-(3Z)-4-[trans-2-(3,4-dichlorophenyl)cyclopropyl]but-3-en-2-ol). Reaction SMILES: F/[C:2](=[CH:5]\[C@@H:6]1[CH2:8][C@H:7]1[C:9]1[CH:14]=[CH:13][C:12]([Cl:15])=[C:11]([Cl:16])[CH:10]=1)/[CH:3]=[O:4].[CH3:17][Mg]I.[Mg].CI>CCOCC>[Cl:16][C:11]1[CH:10]=[C:9]([C@@H:7]2[CH2:8][C@H:6]2/[CH:5]=[CH:2]\[CH:3]([OH:4])[CH3:17])[CH:14]=[CH:13][C:12]=1[Cl:15]. Reported procedure: (±)-(2Z)-2-Fluoro-3-[trans-2-(3,4-dichlorophenyl)cyclopropyl]prop-2-enal (2.59 g) (example 19) in ehter (10 ml) was treated at 0° under nitrogen with methyl magnesium iodide, prepared from magnesium turning (0.26 g) and methyl iodide (0.7 ml) in ether (20 ml). After 18 hours at 25° the mixture was worked up as usual. Purification by chromatography (silica, ether/hexane) gave (±)-(3Z)-4-[trans-2-(3,4-dichlorophenyl)cyclopropyl]but-3-en-2-ol (2.0 g). NMR 1H: 7.23(1H,d), 7.05(1H,d), 6.90(1H,dd), 4.... Starting materials: FC(C(=O)OCC)CC1CCC(CC1)C1CCC(CC1)CCC (ethyl 2-fluoro-3-(4′-propyl-[1,1′-bi(cyclohexane)]-4-yl)propanoate), Cl (HCl), C(C)(=O)OCC (ethyl acetate), resultant mixture, resultant mixture, [H-].[Al+3].[Li+].[H-].[H-].[H-] (lithium aluminum hydride). Run in C1CCOC1 (THF), C1CCOC1 (THF). Reaction conditions: time 1 hour. The product is FC(CO)CC1CCC(CC1)C1CCC(CC1)CCC (2-fluoro-3-(4′-propyl-[1,1′-bi(cyclohexane)]-4-yl)propan-1-ol). Yield: 98.4%. As a reaction SMILES: [H-].[Al+3].[Li+].[H-].[H-].[H-].[F:7][CH:8]([CH2:14][CH:15]1[CH2:20][CH2:19][CH:18]([CH:21]2[CH2:26][CH2:25][CH:24]([CH2:27][CH2:28][CH3:29])[CH2:23][CH2:22]2)[CH2:17][CH2:16]1)[C:9](OCC)=[O:10].Cl.C(OCC)(=O)C>C1COCC1>[F:7][CH:8]([CH2:14][CH:15]1[CH2:20][CH2:19][CH:18]([CH:21]2[CH2:22][CH2:23][CH:24]([CH2:27][CH2:28][CH3:29])[CH2:25][CH2:26]2)[CH2:17][CH2:16]1)[CH2:9][OH:10] |f:0.1.2.3.4.5|. Reported procedure: To a reaction vessel under a nitrogen atmosphere, 0.3 g of lithium aluminum hydride and 10 ml of THF were added and the resultant mixture was cooled to −10° C. Thereto, 1.4 g of ethyl 2-fluoro-3-(4′-propyl-[1,1′-bi(cyclohexane)]-4-yl)propanoate (e-5) dissolved in 10 ml of THF was added dropwise in a temperature range of −10° C. to 0° C. Then, the resultant mixture was heated to 25° C., and stirred for 1 hour. Subsequently, 100 ml of 1 N HCl aqueous solution and 100 ml of ethyl acetate were added...